This data is from the Open Reaction Database (ORD), a public repository of structured organic reaction records. The task is: describe an organic reaction: reactants, conditions, products, and yield Yields the product COC1=CC=CC2=C1C(=CO2)COC2=C1C=C(NC1=CC=C2)C(=O)O (4-(4-Methoxy-benzofuran-3-ylmethoxy)-1H-indole-2-carboxylic acid). Procedure details: The title compound is prepared from ester 125 by cleavage with KOH/EtOH/THF (as described in example 50 for 105). As a reaction SMILES: CC[O:3][C:4]([C:6]1[N:7](C(OC(C)(C)C)=O)[C:8]2[C:13]([CH:14]=1)=[C:12]([O:15][CH2:16][C:17]1[C:21]3[C:22]([O:26][CH3:27])=[CH:23][CH:24]=[CH:25][C:20]=3[O:19][CH:18]=1)[CH:11]=[CH:10][CH:9]=2)=[O:5].Cl.Cl.[C@H]1(CN2CCC(NC(C3NC4C(C=3)=C(OCC3C5C=CC=CC=5OC=3)C=CC=4)=O)CC2)[C@@H]2N(CCCC2)CCC1>>[CH3:27][O:26][C:22]1[C:21]2[C:17]([CH2:16][O:15][C:12]3[CH:11]=[CH:10][CH:9]=[C:8]4[C:13]=3[CH:14]=[C:6]([C:4]([OH:5])=[O:3])[NH:7]4)=[CH:18][O:19][C:20]=2[CH:25]=[CH:24][CH:23]=1 |f:1.2.3|. Reactants: CCOC(=O)C=1N(C2=CC=CC(=C2C1)OCC1=COC2=C1C(=CC=C2)OC)C(=O)OC(C)(C)C (4-(4-Methoxy-benzofuran-3-ylmethoxy)-indole-1,2-dicarboxylic acid 1-tert-butyl ester 2-ethyl ester), Cl.Cl.[C@H]1(CCCN2CCCC[C@H]12)CN1CCC(CC1)NC(=O)C=1NC2=CC=CC(=C2C1)OCC1=COC2=C1C=CC=C2 (4-(Benzofuran-3-ylmethoxy)-1H-indole-2-carboxylic acid {1-[(1S,9aR)-1-(octahydro-quinolizin-1-yl)methyl]-piperidin-4-yl}-amide dihydrochloride). Reactants: c1ccc2c(c1)CNC2, CN1CCN(c2cc(N3CCc4ccc(C(=O)O)cc4C3)nc(N)n2)CC1. The product is CN1CCN(c2cc(N3CCc4ccc(C(=O)N5Cc6ccccc6C5)cc4C3)nc(N)n2)CC1. Reaction SMILES: [CH2:28]1[NH:29][CH2:30][c:31]2[cH:32][cH:33][cH:34][cH:35][c:36]21.[NH2:1][c:2]1[n:3][c:4]([N:21]2[CH2:22][CH2:23][N:24]([CH3:27])[CH2:25][CH2:26]2)[cH:5][c:6]([N:8]2[CH2:9][c:10]3[cH:11][c:12]([C:18](=[O:19])[OH:20])[cH:13][cH:14][c:15]3[CH2:16][CH2:17]2)[n:7]1>>[NH2:1][c:2]1[n:3][c:4]([N:21]2[CH2:22][CH2:23][N:24]([CH3:27])[CH2:25][CH2:26]2)[cH:5][c:6]([N:8]2[CH2:9][c:10]3[cH:11][c:12]([C:18](=[O:19])[N:29]4[CH2:28][c:36]5[c:31]([cH:32][cH:33][cH:34][cH:35]5)[CH2:30]4)[cH:13][cH:14][c:15]3[CH2:16][CH2:17]2)[n:7]1. Reactants: ClCCl (dichloromethane), [H-].[Na+] (sodium hydride), CI (methyl iodide), CN(C(=O)NC=1C=NC=CC1)C=1C=C2C=CN(C2=CC1)C (N-Methyl-N-(1-methyl-1H-indol-5-yl)-N'-(3-pyridyl)urea). Run in CN(C=O)C (dimethylformamide). Conditions: time 0.5 hour. Yields the product CN(C(=O)N(C=1C=NC=CC1)C)C=1C=C2C=CN(C2=CC1)C (N-Methyl-N-(1-methyl-1H-indol-5-yl)-N'-methyl-N'-(3-pyridyl)urea). Yield: 60.0%. RXN SMILES: [H-].[Na+].[CH3:3][N:4]([C:14]1[CH:15]=[C:16]2[C:20](=[CH:21][CH:22]=1)[N:19]([CH3:23])[CH:18]=[CH:17]2)[C:5]([NH:7][C:8]1[CH:9]=[N:10][CH:11]=[CH:12][CH:13]=1)=[O:6].CI.Cl[CH2:27]Cl>CN(C)C=O>[CH3:3][N:4]([C:14]1[CH:15]=[C:16]2[C:20](=[CH:21][CH:22]=1)[N:19]([CH3:23])[CH:18]=[CH:17]2)[C:5]([N:7]([CH3:27])[C:8]1[CH:9]=[N:10][CH:11]=[CH:12][CH:13]=1)=[O:6] |f:0.1|. Reported procedure: To a suspension of 80% sodium hydride (0.06 g; 2 mM) in dimethylformamide (5 ml), was added the monomethyl urea (E9) (0.5 g; 1.79 mM). After stirring at room temperature for 0.5 h, methyl iodide (0.12 ml; 1.93 mM) was added dropwise. Stirring was continued at room temperature for 1 h, then heated at 50° C. for 1 h. The reaction mixture was cooled in ice, then quenched with water. The mixture was then extracted with dichloromethane, washed with water, dried over sodium sulphate and evaporated to ... The reactants are CC1(C)OB(c2cncnc2)OC1(C)C, Cl, O=C(NC1CN2CCC1CC2)c1cc2cc(Br)ccc2o1, [Na+], CN(C)C=O, [OH-]. The product is Cl, O=C(NC1CN2CCC1CC2)c1cc2cc(-c3cncnc3)ccc2o1. As a reaction SMILES: [CH3:1][C:2]1([CH3:3])[C:4]([CH3:5])([CH3:6])[O:7][B:8]([c:9]2[cH:10][n:11][cH:12][n:13][cH:14]2)[O:15]1.[ClH:18].[N:19]12[CH2:20][CH:21]([NH:27][C:28](=[O:29])[c:30]3[o:31][c:32]4[c:33]([cH:34]3)[cH:35][c:36]([Br:39])[cH:37][cH:38]4)[CH:22]([CH2:23][CH2:24]1)[CH2:25][CH2:26]2.[Na+:17].[O:40]=[CH:41][N:42]([CH3:43])[CH3:44].[OH-:16]>>[ClH:18].[c:9]1(-[c:36]2[cH:35][c:33]3[c:32]([o:31][c:30]([C:28]([NH:27][CH:21]4[CH2:20][N:19]5[CH2:24][CH2:23][CH:22]4[CH2:25][CH2:26]5)=[O:29])[cH:34]3)[cH:38][cH:37]2)[cH:10][n:11][cH:12][n:13][cH:14]1. The reactants are C=CCc1c(O)c(Cl)cc2c(-c3c(F)cccc3F)noc12, ClCCl, O=C(OO)c1cccc(Cl)c1, [Na+], [OH-], O. The product is OCC1Cc2c(c(Cl)cc3c(-c4c(F)cccc4F)noc23)O1. Reaction SMILES: [CH2:1]([CH:2]=[CH2:3])[c:4]1[c:5]([OH:22])[c:6]([Cl:21])[cH:7][c:8]2[c:9](-[c:13]3[c:14]([F:20])[cH:15][cH:16][cH:17][c:18]3[F:19])[n:10][o:11][c:12]12.[CH2:37]([Cl:38])[Cl:39].[Cl:23][c:24]1[cH:25][cH:26][cH:27][c:28]([C:29]([O:30][OH:32])=[O:31])[cH:33]1.[Na+:36].[OH-:35].[OH2:34]>>[CH2:1]1[CH:2]([CH2:3][OH:31])[O:22][c:5]2[c:4]1[c:12]1[c:8]([cH:7][c:6]2[Cl:21])[c:9](-[c:13]2[c:14]([F:20])[cH:15][cH:16][cH:17][c:18]2[F:19])[n:10][o:11]1.